This data is from the Open Reaction Database (ORD), a public repository of structured organic reaction records. The task is: describe an organic reaction: reactants, conditions, products, and yield Reactants: O=C([O-])[O-], COc1ccc(B(O)O)cc1, CCOC(C)=O, CC(C)n1cc(-c2nc(C(N)=O)c(N)nc2Cl)ccc1=O, [Na+], [Na+], C1COCCO1, O, c1ccc(P(c2ccccc2)(c2ccccc2)[Pd](P(c2ccccc2)(c2ccccc2)c2ccccc2)(P(c2ccccc2)(c2ccccc2)c2ccccc2)P(c2ccccc2)(c2ccccc2)c2ccccc2)cc1. The product is COc1ccc(-c2nc(N)c(C(N)=O)nc2-c2ccc(=O)n(C(C)C)c2)cc1. RXN SMILES: [C:40](=[O:41])([O-:42])[O-:43].[CH3:22][O:23][c:24]1[cH:25][cH:26][c:27]([B:30]([OH:31])[OH:32])[cH:28][cH:29]1.[CH3:34][CH2:35][O:36][C:37]([CH3:38])=[O:39].[NH2:1][c:2]1[c:3]([C:19](=[O:20])[NH2:21])[n:4][c:5](-[c:9]2[cH:10][n:11]([CH:16]([CH3:17])[CH3:18])[c:12](=[O:15])[cH:13][cH:14]2)[c:6]([Cl:8])[n:7]1.[Na+:44].[Na+:45].[O:46]1[CH2:47][CH2:48][O:49][CH2:50][CH2:51]1.[OH2:33].[cH:52]1[cH:53][cH:54][c:55]([P:56]([Pd:57]([P:58]([c:59]2[cH:60][cH:61][cH:62][cH:63][cH:64]2)([c:65]2[cH:66][cH:67][cH:68][cH:69][cH:70]2)[c:71]2[cH:72][cH:73][cH:74][cH:75][cH:76]2)([P:77]([c:78]2[cH:79][cH:80][cH:81][cH:82][cH:83]2)([c:84]2[cH:85][cH:86][cH:87][cH:88][cH:89]2)[c:90]2[cH:91][cH:92][cH:93][cH:94][cH:95]2)[P:96]([c:97]2[cH:98][cH:99][cH:100][cH:101][cH:102]2)([c:103]2[cH:104][cH:105][cH:106][cH:107][cH:108]2)[c:109]2[cH:110][cH:111][cH:112][cH:113][cH:114]2)([c:115]2[cH:116][cH:117][cH:118][cH:119][cH:120]2)[c:121]2[cH:122][cH:123][cH:124][cH:125][cH:126]2)[cH:127][cH:128]1>>[NH2:1][c:2]1[c:3]([C:19](=[O:20])[NH2:21])[n:4][c:5](-[c:9]2[cH:10][n:11]([CH:16]([CH3:17])[CH3:18])[c:12](=[O:15])[cH:13][cH:14]2)[c:6](-[c:27]2[cH:26][cH:25][c:24]([O:23][CH3:22])[cH:29][cH:28]2)[n:7]1. Reactants: C(C)(=O)Cl (Acetyl chloride), C(Cl)Cl (methylene chloride), C(Cl)Cl (methylene chloride), FC1=CC=2C3=C(N(C2C=C1)C1=CC=C(C=C1)F)CN(C3)CCCC(O)C3=CC=C(C=C3)F (7-fluoro-4-(p-fluorophenyl)-2-[4-(p-fluorophenyl)-4-hydroxybutyl]-1,2,3,4-tetrahydropyrrolo[3,4-b]indole). Run in N1=CC=CC=C1 (pyridine). Conditions: time 8 hour. Product: FC1=CC=2C3=C(N(C2C=C1)C1=CC=C(C=C1)F)CN(C3)CCCC(OC(C)=O)C3=CC=C(C=C3)F (7-Fluoro-4-(p-fluorophenyl)-2-[4-(p-fluorophenyl)-4-acetoxybutyl]-1,2,3,4-tetrahydropyrrolo[3,4-b]indole). As a reaction SMILES: [C:1](Cl)(=[O:3])[CH3:2].C(Cl)Cl.[F:8][C:9]1[CH:17]=[CH:16][C:15]2[N:14]([C:18]3[CH:23]=[CH:22][C:21]([F:24])=[CH:20][CH:19]=3)[C:13]3[CH2:25][N:26]([CH2:28][CH2:29][CH2:30][CH:31]([C:33]4[CH:38]=[CH:37][C:36]([F:39])=[CH:35][CH:34]=4)[OH:32])[CH2:27][C:12]=3[C:11]=2[CH:10]=1>N1C=CC=CC=1>[F:8][C:9]1[CH:17]=[CH:16][C:15]2[N:14]([C:18]3[CH:23]=[CH:22][C:21]([F:24])=[CH:20][CH:19]=3)[C:13]3[CH2:25][N:26]([CH2:28][CH2:29][CH2:30][CH:31]([C:33]4[CH:34]=[CH:35][C:36]([F:39])=[CH:37][CH:38]=4)[O:32][C:1](=[O:3])[CH3:2])[CH2:27][C:12]=3[C:11]=2[CH:10]=1. Reported procedure: Acetyl chloride (260 mg., 3.3 m moles) in 10 ml. of methylene chloride is added dropwise to a cold solution of 959 mg. (2.2m moles) of 7-fluoro-4-(p-fluorophenyl)-2-[4-(p-fluorophenyl)-4-hydroxybutyl]-1,2,3,4-tetrahydropyrrolo[3,4-b]indole in 30 ml. of methylene chloride containing 350 mg. (4.4 m mols) of pyridine. Following the addition, the reaction mixture is allowed to warm to room temperature and stir overnight. The mixture is decanted into a cold saturated aqueous sodium bicarbonate soluti... Starting materials: ClC1=CC=C(C=N1)S(=O)(=O)N1CC(N(CC1)C1=CC=C(C=C1)C(C(F)(F)F)(C(F)(F)F)O)C#CC (2-(4-(4-((6-chloro-3-pyridinyl)sulfonyl)-2-(1-propyn-1-yl)-1-piperazinyl)phenyl)-1,1,1,3,3,3-hexafluoro-2-propanol), [OH-].[NH4+] (ammonium hydroxide). The solvent is CCO (EtOH). Conditions: temperature 120 celsius. Product: NC1=CC=C(C=N1)S(=O)(=O)N1CC(N(CC1)C1=CC=C(C=C1)C(C(F)(F)F)(C(F)(F)F)O)C#CC (2-(4-(4-((6-amino-3-pyridinyl)sulfonyl)-2-(1-propyn-1-yl)-1-piperazinyl)phenyl)-1,1,1,3,3,3-hexafluoro-2-propanol). Isolated yield 88.2%. RXN SMILES: Cl[C:2]1[N:7]=[CH:6][C:5]([S:8]([N:11]2[CH2:16][CH2:15][N:14]([C:17]3[CH:22]=[CH:21][C:20]([C:23]([OH:32])([C:28]([F:31])([F:30])[F:29])[C:24]([F:27])([F:26])[F:25])=[CH:19][CH:18]=3)[CH:13]([C:33]#[C:34][CH3:35])[CH2:12]2)(=[O:10])=[O:9])=[CH:4][CH:3]=1.[OH-].[NH4+:37]>CCO>[NH2:37][C:2]1[N:7]=[CH:6][C:5]([S:8]([N:11]2[CH2:16][CH2:15][N:14]([C:17]3[CH:22]=[CH:21][C:20]([C:23]([OH:32])([C:28]([F:31])([F:30])[F:29])[C:24]([F:27])([F:26])[F:25])=[CH:19][CH:18]=3)[CH:13]([C:33]#[C:34][CH3:35])[CH2:12]2)(=[O:10])=[O:9])=[CH:4][CH:3]=1 |f:1.2|. Procedure details: A 20-mL sealed tube was charged with 2-(4-(4-((6-chloro-3-pyridinyl)sulfonyl)-2-(1-propyn-1-yl)-1-piperazinyl)phenyl)-1,1,1,3,3,3-hexafluoro-2-propanol (0.340 g, 0.627 mmol), concentrated ammonium hydroxide (5.00 mL, 38.5 mmol) and EtOH (5 mL). The reaction mixture was heated in an Initiator (Biotage, AB, Uppsala, Sweden) at 120° C. for 1 h. The reaction mixture was further heated in a heating block at 110° C. for 5 h. The reaction mixture was concentrated and purified by column chromatography (... The reactants are ClC=1N=NC(=CC1)Cl (3,6-dichloropyridazine), CS(=O)(=O)NC1=CC=C(C=C1)B(O)O (4-(methylsulfonylamino)phenylboronic acid), C(=O)([O-])[O-].[Na+].[Na+] (Na2CO3), COCCOC (1,2-dimethoxyethane). The reagents and catalysts are C=1C=CC(=CC1)[P](C=2C=CC=CC2)(C=3C=CC=CC3)[Pd]([P](C=4C=CC=CC4)(C=5C=CC=CC5)C=6C=CC=CC6)([P](C=7C=CC=CC7)(C=8C=CC=CC8)C=9C=CC=CC9)[P](C=1C=CC=CC1)(C=1C=CC=CC1)C=1C=CC=CC1 (tetrakis(triphenylphosphine)palladium). The solvent is C(C)(=O)OCC (ethyl acetate). Yields the product ClC1=CC=C(N=N1)C1=CC=C(C=C1)NS(=O)(=O)C (N-(4-(6-chloropyridazin-3-yl)phenyl)methanesulfonamide). Reaction SMILES: [Cl:1][C:2]1[N:3]=[N:4][C:5](Cl)=[CH:6][CH:7]=1.[CH3:9][S:10]([NH:13][C:14]1[CH:19]=[CH:18][C:17](B(O)O)=[CH:16][CH:15]=1)(=[O:12])=[O:11].C([O-])([O-])=O.[Na+].[Na+].COCCOC>C(OCC)(=O)C.C1C=CC([P]([Pd]([P](C2C=CC=CC=2)(C2C=CC=CC=2)C2C=CC=CC=2)([P](C2C=CC=CC=2)(C2C=CC=CC=2)C2C=CC=CC=2)[P](C2C=CC=CC=2)(C2C=CC=CC=2)C2C=CC=CC=2)(C2C=CC=CC=2)C2C=CC=CC=2)=CC=1>[Cl:1][C:2]1[N:3]=[N:4][C:5]([C:17]2[CH:16]=[CH:15][C:14]([NH:13][S:10]([CH3:9])(=[O:11])=[O:12])=[CH:19][CH:18]=2)=[CH:6][CH:7]=1 |f:2.3.4,^1:44,46,65,84|. Procedure: To a round bottom flask was added 3,6-dichloropyridazine (20.1 mmole), 4-(methylsulfonylamino)phenylboronic acid (20.1 mmole), tetrakis(triphenylphosphine)palladium (1.00 mmole), 2M Na2CO3 (30 mL), and 1,2-dimethoxyethane (120 mL). The resulting reaction mixture was heated at 85 C for 22 hours. The reaction mixture was diluted with ethyl acetate and filtered through celite. The filtrate was washed with water. The organic extract was dried over Na2SO4 and evaporated in vacuo. The crude residue wa... Starting materials: C(C)(C)OC=1C=C(C=CC1)CC(=O)O (3-isopropoxy-phenyl-acetic acid), C(C(=O)Cl)(=O)Cl (oxalyl chloride). Reagents/catalysts: CN(C=O)C (dimethylformamide). Solvent: ClCCl (dichloromethane). Run at temperature -5 celsius, time 1 hour. The product is C(C)(C)OC=1C=C(C=CC1)CC(=O)Cl (3-Isopropoxy-phenyl-acetyl chloride). As a reaction SMILES: [CH:1]([O:4][C:5]1[CH:6]=[C:7]([CH2:11][C:12]([OH:14])=O)[CH:8]=[CH:9][CH:10]=1)([CH3:3])[CH3:2].C(Cl)(=O)C([Cl:18])=O>CN(C)C=O.ClCCl>[CH:1]([O:4][C:5]1[CH:6]=[C:7]([CH2:11][C:12]([Cl:18])=[O:14])[CH:8]=[CH:9][CH:10]=1)([CH3:3])[CH3:2]. Procedure: Combine 3-isopropoxy-phenyl-acetic acid (0.5 g, 2.6 mmol) and dichloromethane (5 mL). Cool to -5° C. using a ice-salt bath. Add 2 drops of dimethylformamide followed by dropwise addition of oxalyl chloride (0.34 g, 2.7 mmol). after 1 hour, warm the reaction mixture to ambient temperature. After 2 hours, evaporate the reaction mixture in vacuo to give the title compound as a liquid.